From a dataset of the Open Reaction Database (ORD), a public repository of structured organic reaction records. describe an organic reaction: reactants, conditions, products, and yield The reactants are C(#C)C=1C=NN2C1N=C(C=C2C(F)(F)F)C2=CC=C(C=C2)C(F)(F)F (3-ethynyl-7-trifluoromethyl-5-(4-trifluoromethyl-phenyl)-pyrazolo[1,5-a]pyrimidine), BrC=1C=CC(=C(C1)S(=O)(=O)N)C (5-Bromo-2-methyl-benzenesulfonamide). The product is CC1=C(C=C(C=C1)C#CC=1C=NN2C1N=C(C=C2C(F)(F)F)C2=CC=C(C=C2)C(F)(F)F)S(=O)(=O)N (2-Methyl-5-[7-trifluoromethyl-5-(4-trifluoromethyl-phenyl)-pyrazolo[1,5-a]pyrimidin-3-ylethynyl]-benzenesulfonamide), solid. Yield: 10.0%. As a reaction SMILES: [C:1]([C:3]1[CH:4]=[N:5][N:6]2[C:11]([C:12]([F:15])([F:14])[F:13])=[CH:10][C:9]([C:16]3[CH:21]=[CH:20][C:19]([C:22]([F:25])([F:24])[F:23])=[CH:18][CH:17]=3)=[N:8][C:7]=12)#[CH:2].Br[C:27]1[CH:28]=[CH:29][C:30]([CH3:37])=[C:31]([S:33]([NH2:36])(=[O:35])=[O:34])[CH:32]=1>>[CH3:37][C:30]1[CH:29]=[CH:28][C:27]([C:2]#[C:1][C:3]2[CH:4]=[N:5][N:6]3[C:11]([C:12]([F:14])([F:13])[F:15])=[CH:10][C:9]([C:16]4[CH:21]=[CH:20][C:19]([C:22]([F:25])([F:24])[F:23])=[CH:18][CH:17]=4)=[N:8][C:7]=23)=[CH:32][C:31]=1[S:33]([NH2:36])(=[O:35])=[O:34]. Reported procedure: The title compound was prepared from 3-ethynyl-7-trifluoromethyl-5-(4-trifluoromethyl-phenyl)-pyrazolo[1,5-a]pyrimidine (example C.1) (156 mg, 0.4 mmol) and 5-Bromo-2-methyl-benzenesulfonamide (example B.18)(124 mg, 0.5 mmol) according to general procedure II. Obtained as an orange solid (22 mg, 10%). MS (ISP) 525.3[(M+H)+]; mp 255-267° C. Starting materials: Cc1ccc2c3c(c(=O)oc2c1)CNCC3, O, O=[N+]([O-])O, O=S(=O)(O)O. Product: Cc1cc2oc(=O)c3c(c2cc1[N+](=O)[O-])CCNC3. Reaction SMILES: [CH3:1][c:2]1[cH:3][c:4]2[c:5]([cH:6][cH:7]1)[c:8]1[c:9]([c:14](=[O:16])[o:15]2)[CH2:10][NH:11][CH2:12][CH2:13]1.[OH2:26].[OH:22][N+:23]([O-:24])=[O:25].[S:17](=[O:18])(=[O:19])([OH:20])[OH:21]>>[CH3:1][c:2]1[cH:3][c:4]2[c:5]([cH:6][c:7]1[N+:23](=[O:22])[O-:24])[c:8]1[c:9]([c:14](=[O:16])[o:15]2)[CH2:10][NH:11][CH2:12][CH2:13]1. Reactants: Clc1ccc2cc(CBr)sc2c1, Cl, Cl, [K+], [K+], Nc1ncnc2cc(CN3CCNCC3=O)ccc12, O=C([O-])[O-], CN(C)C=O, O, O=C(O)C(F)(F)F. Yields the product Nc1ncnc2cc(CN3CCN(Cc4cc5ccc(Cl)cc5s4)CC3=O)ccc12. Reaction SMILES: [Br:22][CH2:23][c:24]1[cH:25][c:26]2[c:27]([s:28]1)[cH:29][c:30]([Cl:33])[cH:31][cH:32]2.[ClH:1].[ClH:2].[K+:34].[K+:35].[NH2:3][c:4]1[n:5][cH:6][n:7][c:8]2[cH:9][c:10]([CH2:14][N:15]3[C:16](=[O:21])[CH2:17][NH:18][CH2:19][CH2:20]3)[cH:11][cH:12][c:13]12.[O-:36][C:37]([O-:38])=[O:39].[O:47]=[CH:48][N:49]([CH3:50])[CH3:51].[OH2:52].[OH:40][C:41]([C:42]([F:43])([F:44])[F:45])=[O:46]>>[NH2:3][c:4]1[n:5][cH:6][n:7][c:8]2[cH:9][c:10]([CH2:14][N:15]3[C:16](=[O:21])[CH2:17][N:18]([CH2:23][c:24]4[cH:25][c:26]5[c:27]([s:28]4)[cH:29][c:30]([Cl:33])[cH:31][cH:32]5)[CH2:19][CH2:20]3)[cH:11][cH:12][c:13]12. Starting materials: C#CCC(O)(Cn1cncn1)C(C)(C)C, BrCC1CC1, [Li], N, O=[N+]([O-])[O-], C1CCOC1. Yields the product CC(C)(C)C(O)(CC#CCC1CC1)Cn1cncn1. RXN SMILES: [CH3:7][C:8]([CH3:9])([C:10]([CH2:11][n:12]1[n:13][cH:14][n:15][cH:16]1)([CH2:17][C:18]#[CH:19])[OH:20])[CH3:21].[CH:22]1([CH2:25][Br:26])[CH2:23][CH2:24]1.[Li:2].[NH3:1].[O-:3][N+:4](=[O:5])[O-:6].[O:27]1[CH2:28][CH2:29][CH2:30][CH2:31]1>>[CH3:7][C:8]([CH3:9])([C:10]([CH2:11][n:12]1[n:13][cH:14][n:15][cH:16]1)([CH2:17][C:18]#[C:19][CH2:25][CH:22]1[CH2:23][CH2:24]1)[OH:20])[CH3:21]. Reactants: C(=O)(O)C=1C=C(C=C(C1)C(=O)O)N1N=C(CC1=O)C (1-(3,5-dicarboxyphenyl)-3-methyl-2-pyrazoline-5-one), CN(C1=CC=C(C=O)C=C1)C (4-dimethylaminobenzaldehyde). The solvent is CCO (EtOH). Product: C(=O)(O)C=1C=C(C=C(C1)C(=O)O)N1N=C(C(C1=O)=CC1=CC=C(C=C1)N(C)C)C (1-(3,5-Dicarboxyphenyl)-4-(4-dimethylaminobenzylidene)-3-methyl-2-pyrazolin-5-one). Reaction SMILES: [C:1]([C:4]1[CH:5]=[C:6]([N:13]2[C:17](=[O:18])[CH2:16][C:15]([CH3:19])=[N:14]2)[CH:7]=[C:8]([C:10]([OH:12])=[O:11])[CH:9]=1)([OH:3])=[O:2].[CH3:20][N:21]([CH3:30])[C:22]1[CH:29]=[CH:28][C:25]([CH:26]=O)=[CH:24][CH:23]=1>CCO>[C:10]([C:8]1[CH:7]=[C:6]([N:13]2[C:17](=[O:18])[C:16](=[CH:26][C:25]3[CH:28]=[CH:29][C:22]([N:21]([CH3:30])[CH3:20])=[CH:23][CH:24]=3)[C:15]([CH3:19])=[N:14]2)[CH:5]=[C:4]([C:1]([OH:3])=[O:2])[CH:9]=1)([OH:12])=[O:11]. Procedure: A slurry composed of 1-(3,5-dicarboxyphenyl)-3-methyl-2-pyrazoline-5-one (44.6 grams, 0.17 mol), 4-dimethylaminobenzaldehyde (26.9 grams, 0.18 mol) and EtOH (500 mL) was heated at reflux for three hours. The reaction mixture was chilled in ice and the resulting crude orange product was isolated by filtration and washed with EtOH (200 mL). The product was purified by three repetitive slurries of the solid in acetone (1.4 1) at reflux and filtering to recover the dye. The mp of the product was abo... The reactants are CC(=O)O[BH-](OC(C)=O)OC(C)=O, O=C([O-])O, O=CCN(CC=O)C(=O)OCc1ccccc1, CC(C)(N)CF, CC(Cl)Cl, Cl, [Na+], [Na+]. Product: CC(C)(CF)N1CCN(C(=O)OCc2ccccc2)CC1. RXN SMILES: [C:29]([O:30][BH-:31]([O:32][C:33](=[O:34])[CH3:35])[O:36][C:37](=[O:38])[CH3:39])(=[O:40])[CH3:41].[C:43](=[O:44])([O-:45])[OH:46].[CH2:1]([c:2]1[cH:3][cH:4][cH:5][cH:6][cH:7]1)[O:8][C:9]([N:10]([CH2:11][CH:12]=[O:16])[CH2:14][CH:15]=[O:13])=[O:17].[CH3:19][C:20]([CH2:21][F:22])([CH3:23])[NH2:24].[Cl:25][CH:26]([Cl:27])[CH3:28].[ClH:18].[Na+:42].[Na+:47]>>[CH2:1]([c:2]1[cH:3][cH:4][cH:5][cH:6][cH:7]1)[O:8][C:9]([N:10]1[CH2:11][CH2:12][N:24]([C:20]([CH3:19])([CH2:21][F:22])[CH3:23])[CH2:15][CH2:14]1)=[O:17].